The task is: describe an organic reaction: reactants, conditions, products, and yield. This data is from the Open Reaction Database (ORD), a public repository of structured organic reaction records. Reactants: FC1=C(C=C(C=C1C)[N+](=O)[O-])[C@]1(N=C(O[C@@H](C1)C(F)(F)F)N)CF ((4S,6S)-4-(2-fluoro-3-methyl-5-nitrophenyl)-4-(fluoromethyl)-6-(trifluoromethyl)-5,6-dihydro-4H-1,3-oxazin-2-amine), N#N (N2), C(C)(=O)O (acetic acid). The reagents and catalysts are [Pd] (palladium). Run in CCO (EtOH). Yields the product NC=1C=C(C(=C(C1)[C@]1(N=C(O[C@@H](C1)C(F)(F)F)N)CF)F)C ((4S,6S)-4-(5-amino-2-fluoro-3-methylphenyl)-4-(fluoromethyl)-6-(trifluoromethyl)-5,6-dihydro-4H-1,3-oxazin-2-amine). Isolated yield 96.1%. RXN SMILES: [F:1][C:2]1[C:7]([CH3:8])=[CH:6][C:5]([N+:9]([O-])=O)=[CH:4][C:3]=1[C@:12]1([CH2:23][F:24])[CH2:17][C@@H:16]([C:18]([F:21])([F:20])[F:19])[O:15][C:14]([NH2:22])=[N:13]1.N#N.C(O)(=O)C>CCO.[Pd]>[NH2:9][C:5]1[CH:6]=[C:7]([CH3:8])[C:2]([F:1])=[C:3]([C@:12]2([CH2:23][F:24])[CH2:17][C@@H:16]([C:18]([F:21])([F:19])[F:20])[O:15][C:14]([NH2:22])=[N:13]2)[CH:4]=1. Procedure: A solution of (4S,6S)-4-(2-fluoro-3-methyl-5-nitrophenyl)-4-(fluoromethyl)-6-(trifluoromethyl)-5,6-dihydro-4H-1,3-oxazin-2-amine (1.26 g, 3.57 mmol) in EtOH (15 mL) was purged with N2 followed by the addition of acetic acid, glacial (0.412 ml, 7.13 mmol) and palladium, 10% wt. on activated carbon (0.047 ml, 5.35 mmol). The resulting mixture was purged with N2 again and H2 was bubbled through a balloon for 1 h. The mixture was filtered through celite, concentrated, diluted washed with 10% Na2CO3,... Starting materials: [N+](=O)([O-])C1=CC=C(OC2=C(C=C(C=C2)NC(=O)N(C)CC(OC)OC)[N+](=O)[O-])C=C1 (N-[4-(4-Nitrophenoxy)-3-nitrophenyl]-N'-(2,2-dimethoxyethyl)-N'-methylurea), Cl (hydrochloric acid), O (water). Yields the product CN1C(N(C=C1)C1=CC(=C(C=C1)OC1=CC=C(C=C1)[N+](=O)[O-])[N+](=O)[O-])=O (1-methyl-3-[4-(4-nitrophenoxy)-3-nitrophenyl]-4-imidazolin-2-one). Reaction SMILES: [N+](C1C=CC(O[C:9]2[CH:14]=[CH:13][C:12]([NH:15][C:16]([N:18]([CH2:20][CH:21](OC)OC)[CH3:19])=[O:17])=[CH:11][C:10]=2[N+:26]([O-:28])=[O:27])=CC=1)([O-])=O.Cl.[OH2:32]>>[CH3:19][N:18]1[CH:20]=[CH:21][N:15]([C:12]2[CH:13]=[CH:14][C:9]([O:32][C:13]3[CH:12]=[CH:11][C:10]([N+:26]([O-:28])=[O:27])=[CH:9][CH:14]=3)=[C:10]([N+:26]([O-:28])=[O:27])[CH:11]=2)[C:16]1=[O:17]. Procedure details: N-[4-(4-Nitrophenoxy)-3-nitrophenyl]-N'-(2,2-dimethoxyethyl)-N'-methylurea (0.02 mole), water (30 ml) and concentrated hydrochloric acid (3 ml) are charged into a glass reaction vessel fitted with a mechanical stirrer, thermometer and condenser. The mixture is refluxed for a period of about 30 minutes then cooled and extracted with ethyl acetate. The extract is washed with dilute aqueous sodium bicarbonate, with two portions of water and is then dried. The ethyl acetate is removed by mild warmin... The reactants are ClCCl, COCOc1cc(C(C)N)ccc1C(=O)Nc1ccccc1C(=O)Nc1ccc(Cl)cn1, O, O=C(O)C(F)(F)F. Yields the product CC(N)c1ccc(C(=O)Nc2ccccc2C(=O)Nc2ccc(Cl)cn2)c(O)c1. As a reaction SMILES: [Cl:41][CH2:42][Cl:43].[NH2:1][CH:2]([CH3:3])[c:4]1[cH:5][c:6]([O:29][CH2:30][O:31][CH3:32])[c:7]([C:8](=[O:9])[NH:10][c:11]2[c:12]([C:13](=[O:14])[NH:15][c:16]3[n:17][cH:18][c:19]([Cl:22])[cH:20][cH:21]3)[cH:23][cH:24][cH:25][cH:26]2)[cH:27][cH:28]1.[OH2:40].[OH:33][C:34]([C:35]([F:36])([F:37])[F:38])=[O:39]>>[NH2:1][CH:2]([CH3:3])[c:4]1[cH:5][c:6]([OH:29])[c:7]([C:8](=[O:9])[NH:10][c:11]2[c:12]([C:13](=[O:14])[NH:15][c:16]3[n:17][cH:18][c:19]([Cl:22])[cH:20][cH:21]3)[cH:23][cH:24][cH:25][cH:26]2)[cH:27][cH:28]1. Procedure details: 1.62 g (5 mmol) of N-[3-[3-(1-piperidinylmethyl)phenoxy]propyl]hydrazine carbothioamide are dissolved in 30 ml of THF, 0.44 g (6 mmol) of methyl isothiocyanate are added, and the reaction mixture is left to stand overnight at room temperature. Ether is added to complete precipitation and the precipitate formed is suction filtered, washed with ether and recrystallised from ethanol. The analytical values are summarized in Table I. Solvent: C1CCOC1 (THF). Reaction conditions: time 8 hour. The reactants are CN=C=S (methyl isothiocyanate), N1(CCCCC1)CC=1C=C(OCCCNC(=S)NN)C=CC1 (N-[3-[3-(1-piperidinylmethyl)phenoxy]propyl]hydrazine carbothioamide), CCOCC (Ether). Reaction SMILES: [N:1]1([CH2:7][C:8]2[CH:9]=[C:10]([CH:20]=[CH:21][CH:22]=2)[O:11][CH2:12][CH2:13][CH2:14][NH:15][C:16]([NH:18][NH2:19])=[S:17])[CH2:6][CH2:5][CH2:4][CH2:3][CH2:2]1.[CH3:23][N:24]=[C:25]=[S:26].CCOCC>C1COCC1>[CH3:23][NH:24][C:25]([NH:19][NH:18][C:16](=[S:17])[NH:15][CH2:14][CH2:13][CH2:12][O:11][C:10]1[CH:20]=[CH:21][CH:22]=[C:8]([CH2:7][N:1]2[CH2:6][CH2:5][CH2:4][CH2:3][CH2:2]2)[CH:9]=1)=[S:26]. Yields the product CNC(=S)NNC(NCCCOC1=CC(=CC=C1)CN1CCCCC1)=S (N-Methyl-N'-[3-[3-(1-piperidinylmethyl)phenoxy]propyl]1,2-hydrazine dicarbothioamide). The reactants are NC(C#CC1=CC=C(S1)C1=NC(=NC=C1)NC1CC(NC(C1)(C)C)(C)C)(C)C ({4-[5-(3-Amino-3-methyl-but-1-ynyl)-thiophen-2-yl]-pyrimidin-2-yl}-(2,2,6,6-tetramethyl-piperidin-4-yl)-amine), [H-].[H-].[H-].[H-].[Li+].[Al+3] (LAH). The solvent is C1CCOC1 (THF). The product is NC(/C=C/C1=CC=C(S1)C1=NC(=NC=C1)NC1CC(NC(C1)(C)C)(C)C)(C)C ({4-[5-((E)-3-Amino-3-methyl-but-1-enyl)-thiophen-2-yl]-pyrimidin-2-yl}-(2,2,6,6-tetramethyl-piperidin-4-yl)-amine). RXN SMILES: [NH2:1][C:2]([CH3:28])([CH3:27])[C:3]#[C:4][C:5]1[S:9][C:8]([C:10]2[CH:15]=[CH:14][N:13]=[C:12]([NH:16][CH:17]3[CH2:22][C:21]([CH3:24])([CH3:23])[NH:20][C:19]([CH3:26])([CH3:25])[CH2:18]3)[N:11]=2)=[CH:7][CH:6]=1.[H-].[H-].[H-].[H-].[Li+].[Al+3]>C1COCC1>[NH2:1][C:2]([CH3:28])([CH3:27])/[CH:3]=[CH:4]/[C:5]1[S:9][C:8]([C:10]2[CH:15]=[CH:14][N:13]=[C:12]([NH:16][CH:17]3[CH2:22][C:21]([CH3:24])([CH3:23])[NH:20][C:19]([CH3:26])([CH3:25])[CH2:18]3)[N:11]=2)=[CH:7][CH:6]=1 |f:1.2.3.4.5.6|. Reported procedure: A solution of {4-[5-(3-Amino-3-methyl-but-1-ynyl)-thiophen-2-yl]-pyrimidin-2-yl}-(2,2,6,6-tetramethyl-piperidin-4-yl)-amine (Example 5, 100 mg, 0.252 mmol) in 10 ml of THF and LAH (1M in THF, 0.25 ml, 0.25 mmol) was refluxed for 3 hours, poured on water and extracted 3 times with TBME. The combined organic phases were dried over sodium sulfate, filtered and purified via chromatography on silicagel (DCM/MeOH/ammonia:90/10/1 to 85/15/2) to give the title compound as yellow solid. Yield: 20 mg (20%... Starting materials: C=1C=CN2NC=3C=CC=CC3C(C21)=O (pyrrolo[1,2-b]cinnolin-10(5H)-one), C([O-])([O-])=O.[K+].[K+] (potassium carbonate), C(C1=CC=CC=C1)Br (benzyl bromide). Solvent: CC(CC)=O (2-butanone). The product is C(C1=CC=CC=C1)N1N2C(C(C=3C=CC=CC13)=O)=CC=C2 (5-Benzylpyrrolo[1,2-b]cinnolin-10(5H)-one). The yield is 58.8%. RXN SMILES: [CH:1]1[CH:2]=[CH:3][N:4]2[C:13]=1[C:12](=[O:14])[C:11]1[CH:10]=[CH:9][CH:8]=[CH:7][C:6]=1[NH:5]2.C(=O)([O-])[O-].[K+].[K+].[CH2:21](Br)[C:22]1[CH:27]=[CH:26][CH:25]=[CH:24][CH:23]=1>CC(=O)CC>[CH2:21]([N:5]1[C:6]2[CH:7]=[CH:8][CH:9]=[CH:10][C:11]=2[C:12](=[O:14])[C:13]2=[CH:1][CH:2]=[CH:3][N:4]12)[C:22]1[CH:27]=[CH:26][CH:25]=[CH:24][CH:23]=1 |f:1.2.3|. Procedure: A stirred slurry containing pyrrolo[1,2-b]cinnolin-10(5H)-one (4.0 g) and potassium carbonate (11.2 g) in 100 ml of 2-butanone was treated with benzyl bromide (4.0 g) and the mixture was stirred at 60°. After 4 h the mixture was quenched with 700 ml of H2O and extracted with two 150 ml portions of dichloromethane. These organic extracts were dried over MgSO4, filtered and concentrated to a green oil. This oil was purified by flash chromatography (silica, dichloromethane) to a yellow solid which ... Reactants: CCOC(=O)c1c(N)sc(-c2ccccc2)c1C, CCC(C)=O, COC=CC(=O)C(C)C, Cc1ccccc1, O, Cc1ccc(S(=O)(=O)O)cc1. Product: CCOC(=O)c1c(NC=CC(=O)C(C)C)sc(-c2ccccc2)c1C. RXN SMILES: [CH2:1]([CH3:2])[O:3][C:4](=[O:5])[c:6]1[c:7]([NH2:18])[s:8][c:9](-[c:12]2[cH:13][cH:14][cH:15][cH:16][cH:17]2)[c:10]1[CH3:11].[CH2:47]([C:48]([CH3:49])=[O:50])[CH3:51].[CH3:19][O:20][CH:21]=[CH:22][C:23]([CH:24]([CH3:25])[CH3:26])=[O:27].[CH3:40][c:41]1[cH:42][cH:43][cH:44][cH:45][cH:46]1.[OH2:28].[c:29]1([CH3:30])[cH:31][cH:32][c:33]([S:34]([OH:35])(=[O:36])=[O:37])[cH:38][cH:39]1>>[CH2:1]([CH3:2])[O:3][C:4](=[O:5])[c:6]1[c:7]([NH:18][CH:21]=[CH:22][C:23]([CH:24]([CH3:25])[CH3:26])=[O:27])[s:8][c:9](-[c:12]2[cH:13][cH:14][cH:15][cH:16][cH:17]2)[c:10]1[CH3:11]. Reactants: CC(=O)OC(C)=O, O, CC12CCC3c4c(cc(OS(C)(=O)=O)cc4OS(C)(=O)=O)CCC3C1CCC2O, c1ccncc1. Product: CC(=O)OC1CCC2C3CCc4cc(OS(C)(=O)=O)cc(OS(C)(=O)=O)c4C3CCC12C. RXN SMILES: [CH3:36][C:37](=[O:38])[O:39][C:40](=[O:41])[CH3:42].[OH2:43].[S:1](=[O:2])(=[O:3])([CH3:4])[O:5][c:6]1[cH:7][c:8]([O:25][S:26](=[O:27])(=[O:28])[CH3:29])[cH:9][c:10]2[c:23]1[CH:22]1[CH:13]([CH2:12][CH2:11]2)[CH:14]2[CH2:15][CH2:16][CH:17]([OH:24])[C:18]2([CH3:19])[CH2:20][CH2:21]1.[cH:30]1[cH:31][cH:32][n:33][cH:34][cH:35]1>>[S:1](=[O:2])(=[O:3])([CH3:4])[O:5][c:6]1[cH:7][c:8]([O:25][S:26](=[O:27])(=[O:28])[CH3:29])[cH:9][c:10]2[c:23]1[CH:22]1[CH:13]([CH2:12][CH2:11]2)[CH:14]2[CH2:15][CH2:16][CH:17]([O:24][C:37]([CH3:36])=[O:38])[C:18]2([CH3:19])[CH2:20][CH2:21]1. Starting materials: Cl, COc1ccc(COCC(C)(C)c2cc(NC(=O)C(C)(C)S(=O)(=O)c3ccc(F)cc3F)on2)cc1, O. The product is CC(C)(CO)c1cc(NC(=O)C(C)(C)S(=O)(=O)c2ccc(F)cc2F)on1. As a reaction SMILES: [ClH:38].[F:1][c:2]1[c:3]([S:9](=[O:10])(=[O:11])[C:12]([C:13](=[O:14])[NH:15][c:16]2[cH:17][c:18]([C:21]([CH2:22][O:23][CH2:24][c:25]3[cH:26][cH:27][c:28]([O:29][CH3:30])[cH:31][cH:32]3)([CH3:33])[CH3:34])[n:19][o:20]2)([CH3:35])[CH3:36])[cH:4][cH:5][c:6]([F:8])[cH:7]1.[OH2:37]>>[F:1][c:2]1[c:3]([S:9](=[O:10])(=[O:11])[C:12]([C:13](=[O:14])[NH:15][c:16]2[cH:17][c:18]([C:21]([CH2:22][OH:23])([CH3:33])[CH3:34])[n:19][o:20]2)([CH3:35])[CH3:36])[cH:4][cH:5][c:6]([F:8])[cH:7]1.